The task is: describe an organic reaction: reactants, conditions, products, and yield. This data is from the Open Reaction Database (ORD), a public repository of structured organic reaction records. Starting materials: CN1CC(=O)NC1=O, CCO, COc1ccccc1N. Yields the product COc1ccccc1NCN1C(=O)CN(C)C1=O. Reaction SMILES: [CH3:10][N:11]1[C:12](=[O:13])[NH:14][C:15](=[O:16])[CH2:17]1.[CH3:18][CH2:19][OH:20].[CH3:1][O:2][c:3]1[c:4]([NH2:9])[cH:5][cH:6][cH:7][cH:8]1>>[CH3:1][O:2][c:3]1[c:4]([NH:9][CH2:18][N:14]2[C:12](=[O:13])[N:11]([CH3:10])[CH2:17][C:15]2=[O:16])[cH:5][cH:6][cH:7][cH:8]1.